Task: describe an organic reaction: reactants, conditions, products, and yield. Dataset: the Open Reaction Database (ORD), a public repository of structured organic reaction records Reactants: CCO, CCOC(=O)CC(=O)Nc1ccc(Oc2ncnn3cccc23)c(F)c1, [Na+], [OH-]. The product is O=C(O)CC(=O)Nc1ccc(Oc2ncnn3cccc23)c(F)c1. RXN SMILES: [CH3:29][CH2:30][OH:31].[F:1][c:2]1[cH:3][c:4]([NH:18][C:19]([CH2:20][C:21](=[O:22])[O:23][CH2:24][CH3:25])=[O:26])[cH:5][cH:6][c:7]1[O:8][c:9]1[n:10][cH:11][n:12][n:13]2[c:14]1[cH:15][cH:16][cH:17]2.[Na+:28].[OH-:27]>>[F:1][c:2]1[cH:3][c:4]([NH:18][C:19]([CH2:20][C:21](=[O:22])[OH:23])=[O:26])[cH:5][cH:6][c:7]1[O:8][c:9]1[n:10][cH:11][n:12][n:13]2[c:14]1[cH:15][cH:16][cH:17]2.